Dataset: the Open Reaction Database (ORD), a public repository of structured organic reaction records. Task: describe an organic reaction: reactants, conditions, products, and yield Reactants: C(CCC)OC(=O)N1CCN(CC1)C([C@H](CCC1=NN=NN1C)NC(=O)OC(C)(C)C)=O (4-[(S)-2-tert-Butoxycarbonylamino-4-(1-methyl-1H-tetrazol-5-yl)-butyryl]-piperazine-1-carboxylic acid butyl ester), C(=O)(C(F)(F)F)O (TFA). Solvent: ClCCl (dichloromethane). Run at time 12 hour. Yields the product C(CCC)OC(=O)N1CCN(CC1)C([C@H](CCC1=NN=NN1C)N)=O (4-[(S)-2-Amino-4-(1-methyl-1H-tetrazol-5-yl)-butyryl]-piperazine-1-carboxylic acid butyl ester). As a reaction SMILES: [CH2:1]([O:5][C:6]([N:8]1[CH2:13][CH2:12][N:11]([C:14](=[O:32])[C@@H:15]([NH:24]C(OC(C)(C)C)=O)[CH2:16][CH2:17][C:18]2[N:22]([CH3:23])[N:21]=[N:20][N:19]=2)[CH2:10][CH2:9]1)=[O:7])[CH2:2][CH2:3][CH3:4].C(O)(C(F)(F)F)=O>ClCCl>[CH2:1]([O:5][C:6]([N:8]1[CH2:9][CH2:10][N:11]([C:14](=[O:32])[C@@H:15]([NH2:24])[CH2:16][CH2:17][C:18]2[N:22]([CH3:23])[N:21]=[N:20][N:19]=2)[CH2:12][CH2:13]1)=[O:7])[CH2:2][CH2:3][CH3:4]. Procedure details: To a solution of 315 mg 4-[(S)-2-tert-Butoxycarbonylamino-4-(1-methyl-1H-tetrazol-5-yl)-butyryl]-piperazine-1-carboxylic acid butyl ester in 5 ml dichloromethane were added 0.5 ml TFA. After 12 h stirring at RT the solvents were removed and the residue was codistilled twice with toluene. Yield: 0.41 g. Reactants: C(C)OC(C(=O)C1=CC(=C(C=C1)SC)Cl)=O ((3-chloro-4-methylsulfanyl-phenyl)-oxo-acetic acid ethyl ester), [BH4-].[Na+] (sodium borohydride). Run in CO (methanol). Run at time 15 minute. The product is hexanes ethyl acetate, C(C)OC(C(O)C1=CC(=C(C=C1)SC)Cl)=O ((3-chloro-4-methylsulfanyl-phenyl)-hydroxy-acetic acid ethyl ester). Isolated yield 36.1%. Reaction SMILES: [CH2:1]([O:3][C:4](=[O:16])[C:5]([C:7]1[CH:12]=[CH:11][C:10]([S:13][CH3:14])=[C:9]([Cl:15])[CH:8]=1)=[O:6])[CH3:2].[BH4-].[Na+]>CO>[CH2:1]([O:3][C:4](=[O:16])[CH:5]([C:7]1[CH:12]=[CH:11][C:10]([S:13][CH3:14])=[C:9]([Cl:15])[CH:8]=1)[OH:6])[CH3:2] |f:1.2|. Procedure: A solution of (3-chloro-4-methylsulfanyl-phenyl)-oxo-acetic acid ethyl ester (3.93 g, 15.19 mmol) in methanol (30 mL) was cooled to 0° C. and then treated with sodium borohydride (530.9 mg, 14.03 mmol). The reaction mixture changed from yellow to colorless. The mixture was stirred for 15 min and then quenched with a 1N aqueous hydrochloric acid solution (10 mL). The resulting reaction mixture was then extracted with methylene chloride (2×30 mL). The combined organic layers were washed with a sat... Reactants: OO (hydrogen peroxide), ClC=1C=NC=C(C1CC(=O)C1=CC(=C(C=C1)OC)OC1CCCC1)Cl (3-cyclopentyloxy-4-methoxyphenyl 3,5-dichloropyrid-4-ylmethyl ketone), OO (hydrogen peroxide). Solvent: C(C)(=O)OCC (ethyl acetate), C(C)(=O)O (acetic acid). Reaction conditions: temperature 80 celsius, time 8 hour. The product is ClC=1C=[N+](C=C(C1CC(=O)C1=CC(=C(C=C1)OC)OC1CCCC1)Cl)[O-] (3,5-dichloro-4-(2-(3-cyclopentyloxy4-methoxyphenyl)-2-oxoethyl)pyridine-N-oxide). RXN SMILES: [OH:1]O.[Cl:3][C:4]1[CH:5]=[N:6][CH:7]=[C:8]([Cl:27])[C:9]=1[CH2:10][C:11]([C:13]1[CH:18]=[CH:17][C:16]([O:19][CH3:20])=[C:15]([O:21][CH:22]2[CH2:26][CH2:25][CH2:24][CH2:23]2)[CH:14]=1)=[O:12]>C(O)(=O)C.C(OCC)(=O)C>[Cl:27][C:8]1[CH:7]=[N+:6]([O-:1])[CH:5]=[C:4]([Cl:3])[C:9]=1[CH2:10][C:11]([C:13]1[CH:18]=[CH:17][C:16]([O:19][CH3:20])=[C:15]([O:21][CH:22]2[CH2:26][CH2:25][CH2:24][CH2:23]2)[CH:14]=1)=[O:12]. Reported procedure: Aqueous 27.5% hydrogen peroxide (0.32 mL) is added to a solution of 3-cyclopentyloxy-4-methoxyphenyl 3,5-dichloropyrid-4-ylmethyl ketone (990 mg) in glacial acetic acid (13 mL). The reaction is heated at 80° C. for 8 hours then allowed to stand overnight at room temperature. A further aliquot of aqueous 27.5% hydrogen peroxide (0.32 mL) is added and the mixture heated at 80° C. for 2 hours. The reaction mixture is diluted with ethyl acetate (200 mL) and washed with saturated aqueous sodium bicar... Reactants: O (water), CCOC(=O)C (EtOAc), ClC1=C(C=O)C(=CC(=C1)O)Cl (2,6-dichloro-4-hydroxybenzaldehyde), ClCC(=O)N(C)C (2-chloro-N,N-dimethylacetamide), CsCO3. The solvent is CN(C)C=O (DMF). Run at time 8 hour. The product is ClC=1C=C(OCC(=O)N(C)C)C=C(C1C=O)Cl (2-(3,5-dichloro-4-formylphenoxy)-N,N-dimethyl-acetamide). RXN SMILES: [Cl:1][C:2]1[CH:9]=[C:8]([OH:10])[CH:7]=[C:6]([Cl:11])[C:3]=1[CH:4]=[O:5].Cl[CH2:13][C:14]([N:16]([CH3:18])[CH3:17])=[O:15].O.CCOC(C)=O>CN(C=O)C>[Cl:1][C:2]1[CH:9]=[C:8]([CH:7]=[C:6]([Cl:11])[C:3]=1[CH:4]=[O:5])[O:10][CH2:13][C:14]([N:16]([CH3:18])[CH3:17])=[O:15]. Procedure: To a solution of 2,6-dichloro-4-hydroxybenzaldehyde (250 mg, 1.31 mmol) and 2-chloro-N,N-dimethylacetamide (238 mg, 1.97 mmol) in DMF (10 mL) was added CsCO3 (854 mg, 2.62 mmol) and the suspension was stirred at ambient temperature overnight. The reaction mixture was partioned between water and EtOAc and the aqueous layer was extracted with EtOAc. The combined organic layers were dried with MgSO4, filtered and concentrated. The material was purified by flash chromatography using heptane/EtOAc (1...